This data is from the Open Reaction Database (ORD), a public repository of structured organic reaction records. The task is: describe an organic reaction: reactants, conditions, products, and yield Reactants: C1CCOC1, [Li]CCCC, O=C1CCC2(CC1)OCCO2, [SnH3]c1ncccn1. The product is OC1(c2ncccn2)CCC2(CC1)OCCO2. As a reaction SMILES: [CH2:24]1[O:25][CH2:26][CH2:27][CH2:28]1.[CH2:8]([Li:9])[CH2:10][CH2:11][CH3:12].[O:13]1[CH2:14][CH2:15][O:16][C:17]12[CH2:18][CH2:19][C:20](=[O:23])[CH2:21][CH2:22]2.[SnH3:1][c:2]1[n:3][cH:4][cH:5][cH:6][n:7]1>>[c:2]1([C:20]2([OH:23])[CH2:19][CH2:18][C:17]3([O:13][CH2:14][CH2:15][O:16]3)[CH2:22][CH2:21]2)[n:3][cH:4][cH:5][cH:6][n:7]1.